This data is from the Open Reaction Database (ORD), a public repository of structured organic reaction records. The task is: describe an organic reaction: reactants, conditions, products, and yield The reactants are C(CCC)[Li] (n-butyllithium), ClC1=C(C(=C(C(=C1F)Cl)F)Cl)F (1,3,5-trichloro-2,4,6-trifluorobenzene), FC1(C(C(C(C(C1(F)F)(F)F)(F)F)(F)F)=O)F (perfluorocyclohexanone). Run in C(C)OCC (ethyl ether). Conditions: temperature -78 celsius, time 3 hour. Yields the product ClC=1C(=C(C(=C(C1F)Cl)F)C1(C(C(C(C(C1(F)F)(F)F)(F)F)(F)F)(F)F)O)F (1-(3,5-dichloro-2,4,6-trifluorophenyl) perfluorocyclohexanol). Isolated yield 62.2%. As a reaction SMILES: Cl[C:2]1[C:7]([F:8])=[C:6]([Cl:9])[C:5]([F:10])=[C:4]([Cl:11])[C:3]=1[F:12].C([Li])CCC.[F:18][C:19]1([F:34])[C:24]([F:26])([F:25])[C:23]([F:28])([F:27])[C:22]([F:30])([F:29])[C:21]([F:32])([F:31])[C:20]1=[O:33]>C(OCC)C>[Cl:11][C:4]1[C:3]([F:12])=[C:2]([C:20]2([OH:33])[C:21]([F:32])([F:31])[C:22]([F:30])([F:29])[C:23]([F:27])([F:28])[C:24]([F:25])([F:26])[C:19]2([F:18])[F:34])[C:7]([F:8])=[C:6]([Cl:9])[C:5]=1[F:10]. Procedure details: Under a N2 atmosphere 29.5 g of 1,3,5-trichloro-2,4,6-trifluorobenzene (Oakwood Products, Inc.) were dissolved in 150 mL dry ethyl ether. The solution was cooled to −78° C. in an acetone/dry-ice bath, then treated with 62.7 mL n-butyllithium (2 M solution in hexanes) over a two-hour period. Stirring was continued for 3 hours at −78° C. Via syringe, 34.8 g perfluorocyclohexanone were added, and the mixture was stirred at room temperature for 16 hours. The reaction was quenched with dilute HCl and... Starting materials: CS(=O)(=O)OCC1CC2=C3C=CC(NC3=CC=C2O1)=O (2-Methanesulfonyloxymethyl-1,2,6,7-tetrahydrofuro-[3,2-f]quinoline-7-one), [H][H] (hydrogen). Reagents/catalysts: [C].[Pd] (palladium-carbon). Run in O1CCOCC1 (dioxane). Product: CS(=O)(=O)OCC1CC2=C3CCC(NC3=CC=C2O1)=O (1,2,6,7,8,9-Hexahydro-2-methanesulfonyloxymethylfuro-[3,2-f]quinoline-7-one). Yield: 84.8%. As a reaction SMILES: [CH3:1][S:2]([O:5][CH2:6][CH:7]1[O:19][C:18]2[C:9](=[C:10]3[C:15](=[CH:16][CH:17]=2)[NH:14][C:13](=[O:20])[CH:12]=[CH:11]3)[CH2:8]1)(=[O:4])=[O:3].[H][H]>O1CCOCC1.[C].[Pd]>[CH3:1][S:2]([O:5][CH2:6][CH:7]1[O:19][C:18]2[C:9](=[C:10]3[C:15](=[CH:16][CH:17]=2)[NH:14][C:13](=[O:20])[CH2:12][CH2:11]3)[CH2:8]1)(=[O:3])=[O:4] |f:3.4|. Procedure: The compound obtained in Example 157 (0.85 g, 2.88 mmol) dissolved in dioxane (50 ml) was combined with 10% palladium-carbon (1.55 g), then stirred in the stream of hydrogen at 60° for 16 hours. From the reaction mixture, palladium-carbon was filtered off. The filtrate was condensed under reduced pressure, and the reside was washed with ether. 0.726 g of the tile compound was obtained as pale brown crystals (84.8%). They were recrystallized from a solvent mixture of chloroform--methanol--ether t... Starting materials: [H-].[Na+] (Sodium hydride), OCC=CCO (1,4dihydroxybut-2-ene), FC1=C(CBr)C=C(C=C1)Br (2-fluoro-5-bromobenzyl bromide). The solvent is CN(C=O)C (N,N-dimethylformamide). The product is FC1=C(COC\C=C/CO)C=C(C=C1)Br (cis 4-(2-fluoro-5-bromobenzyloxy)but-2-en-1-ol). As a reaction SMILES: [OH:1][CH2:2][CH:3]=[CH:4][CH2:5][OH:6].[H-].[Na+].[F:9][C:10]1[CH:17]=[CH:16][C:15]([Br:18])=[CH:14][C:11]=1[CH2:12]Br>CN(C)C=O>[F:9][C:10]1[CH:17]=[CH:16][C:15]([Br:18])=[CH:14][C:11]=1[CH2:12][O:1][CH2:2]/[CH:3]=[CH:4]\[CH2:5][OH:6] |f:1.2|. Reported procedure: In a 500 ml flask, 1,4dihydroxybut-2-ene (6.13 ml, 74.5 mmol) was dissolved in N,N-dimethylformamide (150 ml) under a nitrogen atmosphere. Sodium hydride (60%, 2.98 g, 74.5 mmol) was added and the resulting mixture was stirred at ambient temperature for thirty minutes. The reaction mixture was cooled to 0° C. and 2-fluoro-5-bromobenzyl bromide (3.99 g, 14.9 mmol) was added dropwise. The resulting mixture was warmed to ambient temperature and stirred for four hours. The progress of the reaction w... Starting materials: ClC1=C(CN(C(C(C(C)=O)CC2=CC=C(C=C2)OCCOC2=C(C=C(C=C2Cl)C)Cl)=O)C2CC2)C=C(C=C1)CCOC (N-[2-Chloro-5-(2-methoxyethyl)benzyl]-N-cyclopropyl-2-{4-[2-(2,6-dichloro-4-methylphenoxy)ethoxy]benzyl}-3-oxobutanamide), C(C)(=O)[O-].[NH4+] (ammonium acetate), C(#N)[BH3-].[Na+] (sodium cyanoborohydride). Run in CO (MeOH). Yields the product NC(C(C(=O)N(C1CC1)CC1=C(C=CC(=C1)CCOC)Cl)CC1=CC=C(C=C1)OCCOC1=C(C=C(C=C1Cl)C)Cl)C (3-Amino-N-[2-chloro-5-(2-methoxyethyl)benzyl]-N-cyclopropyl-2-{4-[2-(2,6-dichloro-4-methylphenoxy)ethoxy]benzyl}butanamide). As a reaction SMILES: [Cl:1][C:2]1[CH:38]=[CH:37][C:36]([CH2:39][CH2:40][O:41][CH3:42])=[CH:35][C:3]=1[CH2:4][N:5]([CH:32]1[CH2:34][CH2:33]1)[C:6](=[O:31])[CH:7]([CH2:11][C:12]1[CH:17]=[CH:16][C:15]([O:18][CH2:19][CH2:20][O:21][C:22]2[C:27]([Cl:28])=[CH:26][C:25]([CH3:29])=[CH:24][C:23]=2[Cl:30])=[CH:14][CH:13]=1)[C:8](=O)[CH3:9].C([O-])(=O)C.[NH4+:47].C([BH3-])#N.[Na+]>CO>[NH2:47][CH:8]([CH3:9])[CH:7]([CH2:11][C:12]1[CH:17]=[CH:16][C:15]([O:18][CH2:19][CH2:20][O:21][C:22]2[C:23]([Cl:30])=[CH:24][C:25]([CH3:29])=[CH:26][C:27]=2[Cl:28])=[CH:14][CH:13]=1)[C:6]([N:5]([CH2:4][C:3]1[CH:35]=[C:36]([CH2:39][CH2:40][O:41][CH3:42])[CH:37]=[CH:38][C:2]=1[Cl:1])[CH:32]1[CH2:34][CH2:33]1)=[O:31] |f:1.2,3.4|. Procedure details: N-[2-Chloro-5-(2-methoxyethyl)benzyl]-N-cyclopropyl-2-{4-[2-(2,6-dichloro-4-methylphenoxy)ethoxy]benzyl}-3-oxobutanamide from the previous step (1 eq.) and ammonium acetate (10 eq.) were combined in MeOH (0.06 M). After the addition of sodium cyanoborohydride (1.2 eq.), the resulting reaction mixture was heated at reflux for 2 h. The volatiles were then removed in vacuo and the resulting residue partitioned between EtOAc and 1 N aq. NaOH. The aqueous wash was separated and back extracted with Et... Starting materials: CCOC(OCC)c1ccccc1C(O)c1ccccc1F, ClCCl, O=[Cr](=O)=O, c1ccncc1. Yields the product CCOC(OCC)c1ccccc1C(=O)c1ccccc1F. RXN SMILES: [CH2:7]([CH3:8])[O:9][CH:10]([c:11]1[c:12]([CH:17]([OH:18])[c:19]2[c:20]([F:25])[cH:21][cH:22][cH:23][cH:24]2)[cH:13][cH:14][cH:15][cH:16]1)[O:26][CH2:27][CH3:28].[Cl:33][CH2:34][Cl:35].[O:29]=[Cr:30](=[O:31])=[O:32].[cH:1]1[cH:2][cH:3][n:4][cH:5][cH:6]1>>[CH2:7]([CH3:8])[O:9][CH:10]([c:11]1[c:12]([C:17](=[O:18])[c:19]2[c:20]([F:25])[cH:21][cH:22][cH:23][cH:24]2)[cH:13][cH:14][cH:15][cH:16]1)[O:26][CH2:27][CH3:28]. Isolated yield 99.6%. As a reaction SMILES: [C:1]([O:5][C:6](/[CH:8]=[CH:9]/[CH2:10][O:11][N:12]=[C:13]([C:44]1[N:45]=[C:46]([NH:49]C=O)[S:47][CH:48]=1)[C:14]([NH:16][CH:17]1[C:42](=[O:43])[N:19]2[C:20]([C:26]([O:28][CH:29]([C:36]3[CH:41]=[CH:40][CH:39]=[CH:38][CH:37]=3)[C:30]3[CH:35]=[CH:34][CH:33]=[CH:32][CH:31]=3)=[O:27])=[C:21]([CH:24]=[CH2:25])[CH2:22][S:23][C@H:18]12)=[O:15])=[O:7])([CH3:4])([CH3:3])[CH3:2].Cl.C(=O)(O)[O-].[Na+].C(OC(C)C)(C)C>C(OCC)(=O)C.O1CCCC1.CO>[C:1]([O:5][C:6](/[CH:8]=[CH:9]/[CH2:10][O:11][N:12]=[C:13]([C:44]1[N:45]=[C:46]([NH2:49])[S:47][CH:48]=1)[C:14]([NH:16][CH:17]1[C:42](=[O:43])[N:19]2[C:20]([C:26]([O:28][CH:29]([C:36]3[CH:37]=[CH:38][CH:39]=[CH:40][CH:41]=3)[C:30]3[CH:31]=[CH:32][CH:33]=[CH:34][CH:35]=3)=[O:27])=[C:21]([CH:24]=[CH2:25])[CH2:22][S:23][C@H:18]12)=[O:15])=[O:7])([CH3:2])([CH3:3])[CH3:4] |f:2.3|. Run in O1CCCC1 (tetrahydrofuran), CO (methanol), C(C)(=O)OCC (ethyl acetate). Reaction conditions: time 2.5 hour. Starting materials: C(C)(C)(C)OC(=O)/C=C/CON=C(C(=O)NC1[C@@H]2N(C(=C(CS2)C=C)C(=O)OC(C2=CC=CC=C2)C2=CC=CC=C2)C1=O)C=1N=C(SC1)NC=O (benzhydryl 7-[2-(trans-3-tertbutoxycarbonylallyloxyimino)-2-(2-formamidothiazol-4-yl)acetamido]-3-vinyl-3-cephem-4-carboxylate), Cl (hydrochloric acid), C(C)(C)OC(C)C (diisopropyl ether), C([O-])(O)=O.[Na+] (sodium bicarbonate). The product is C(C)(C)(C)OC(=O)/C=C/CON=C(C(=O)NC1[C@@H]2N(C(=C(CS2)C=C)C(=O)OC(C2=CC=CC=C2)C2=CC=CC=C2)C1=O)C=1N=C(SC1)N (benzhydryl 7-[2-(trans-3-tert-butoxycarbonylallyloxyimino)-2-(2-aminothiazol-4-yl)acetamido]-3-vinyl-3-cephem-4-carboxylate). Procedure: A mixture of benzhydryl 7-[2-(trans-3-tertbutoxycarbonylallyloxyimino)-2-(2-formamidothiazol-4-yl)acetamido]-3-vinyl-3-cephem-4-carboxylate (syn isomer) (4.7 g), conc. hydrochloric acid (1.34 g), methanol (30 ml) and tetrahydrofuran (10 ml) was stirred at ambient temperature for 2.5 hours. To the reaction mixture was added ethyl acetate, followed by adjusting to pH 7.5 with a saturated aqueous sodium bicarbonate. The separated organic layer was washed with a saturated aqueous sodium chloride and... The reactants are ClCCCCOC1=CC=C2CCC(NC2=C1)=O (7-(4-chloro butoxy)-3,4-Dihydrocarbostyril), [I-].[Na+] (sodium iodide), C(=O)([O-])[O-].[K+].[K+] (K2CO3), Cl.ClC1=C(C=CC=C1Cl)N1CCNCC1 (1-(2,3-dichlorophenyl)piperazine hydrochloride). The reagents and catalysts are [Br-].C(CCC)[N+](CCCC)(CCCC)CCCC (Tetrabutylammonium bromide). Solvent: O (Water), C(C)#N (acetonitrile). Product: C=1C=C(C(=C(C1)Cl)Cl)N2CCN(CC2)CCCCOC=3C=CC4=C(C3)NC(=O)CC4 (Aripiprazole). The yield is 159.6%. RXN SMILES: Cl[CH2:2][CH2:3][CH2:4][CH2:5][O:6][C:7]1[CH:16]=[C:15]2[C:10]([CH2:11][CH2:12][C:13](=[O:17])[NH:14]2)=[CH:9][CH:8]=1.[I-].[Na+].C([O-])([O-])=O.[K+].[K+].Cl.[Cl:27][C:28]1[C:33]([Cl:34])=[CH:32][CH:31]=[CH:30][C:29]=1[N:35]1[CH2:40][CH2:39][NH:38][CH2:37][CH2:36]1>C(#N)C.[Br-].C([N+](CCCC)(CCCC)CCCC)CCC.O>[CH:31]1[CH:30]=[C:29]([N:35]2[CH2:40][CH2:39][N:38]([CH2:2][CH2:3][CH2:4][CH2:5][O:6][C:7]3[CH:8]=[CH:9][C:10]4[CH2:11][CH2:12][C:13](=[O:17])[NH:14][C:15]=4[CH:16]=3)[CH2:37][CH2:36]2)[C:28]([Cl:27])=[C:33]([Cl:34])[CH:32]=1 |f:1.2,3.4.5,6.7,9.10|. Procedure: A mixture of 100 gm 7-(4-chloro butoxy)-3,4-Dihydrocarbostyril in 600 ml acetonitrile with sodium iodide (88.6 gm), K2CO3 (109 gm), Tetrabutylammonium bromide (TBAB) (0.5 gm) and 1-(2,3-dichlorophenyl)piperazine hydrochloride (110 gm) was stirred at ambient temperature. The reaction mixture was refluxed and maintained at reflux until reaction completes. The reaction mass was cooled at room temperature. DM Water (500 ml) was added to reaction mass and stirred for 30 min at ambient temperature. Th... Reactants: O1[C@@H](C1)COC1=CC=C(C#N)C=C1 (4-[(2S)-Oxiranylmethoxy]benzonitrile), C1N(CC2C1CNC2)C(=O)OC(C)(C)C (tert-butyl hexahydropyrrolo[3,4-c]pyrrole-2(1H)-carboxylate). The solvent is C(C)(C)O (isopropanol). Run at temperature 60 celsius, time 8 hour. The product is C(#N)C1=CC=C(OC[C@H](CN2CC3C(C2)CN(C3)C(=O)OC(C)(C)C)O)C=C1 (tert-Butyl 5-[(2S)-3-(4-cyanophenoxy)-2-hydroxypropyl]hexahydropyrrolo[3,4-c]pyrrole-2(1H)-carboxylate). Reaction SMILES: [O:1]1[CH2:3][C@H:2]1[CH2:4][O:5][C:6]1[CH:13]=[CH:12][C:9]([C:10]#[N:11])=[CH:8][CH:7]=1.[CH2:14]1[CH:18]2[CH2:19][NH:20][CH2:21][CH:17]2[CH2:16][N:15]1[C:22]([O:24][C:25]([CH3:28])([CH3:27])[CH3:26])=[O:23]>C(O)(C)C>[C:10]([C:9]1[CH:12]=[CH:13][C:6]([O:5][CH2:4][C@@H:2]([OH:1])[CH2:3][N:20]2[CH2:19][CH:18]3[CH2:14][N:15]([C:22]([O:24][C:25]([CH3:28])([CH3:27])[CH3:26])=[O:23])[CH2:16][CH:17]3[CH2:21]2)=[CH:7][CH:8]=1)#[N:11]. Reported procedure: 4-[(2S)-Oxiranylmethoxy]benzonitrile (4.36 g, 0.025 mol; prepared as described in International Patent Application WO 99/31100) and tert-butyl hexahydropyrrolo[3,4-c]pyrrole-2(1H)-carboxylate (6.2 g, 0.025 mol; see Preparation A above) were mixed in isopropanol and stirred at 60° C. overnight. The solvent was evaporated and the product was purified by flash chromatography on silica, eluting with ethyl acetate, 10% MeOH. This gave 1.2 g (88%) of the sub-title compound. Starting materials: CC(C)(C)OC(=O)N1CCc2cc(F)c(Br)cc2C1, C1COCCO1, CCOCC, CCOC(C)=O, Cl. Yields the product Fc1cc2c(cc1Br)CNCC2, Cl. As a reaction SMILES: [Br:1][c:2]1[c:3]([F:19])[cH:4][c:5]2[c:10]([cH:11]1)[CH2:9][N:8]([C:12]([O:13][C:14]([CH3:15])([CH3:16])[CH3:17])=[O:18])[CH2:7][CH2:6]2.[CH2:21]1[O:22][CH2:23][CH2:24][O:25][CH2:26]1.[CH2:33]([O:34][CH2:35][CH3:36])[CH3:37].[CH3:27][CH2:28][O:29][C:30](=[O:31])[CH3:32].[ClH:20]>>[Br:1][c:2]1[c:3]([F:19])[cH:4][c:5]2[c:10]([cH:11]1)[CH2:9][NH:8][CH2:7][CH2:6]2.[ClH:20]. Starting materials: Cl (hydrochloric acid), aqueous solution, [OH-].[Na+] (sodium hydroxide), C(C)OC(=O)CCN1CC2=CC(=CC=C2CC1)[N+](=O)[O-] (2-(2-(ethoxycarbonyl)ethyl)-7-nitro-1,2,3,4-tetrahydroisoquinoline). Run in C(C)O (ethanol). Reaction conditions: time 8 hour. Product: C(=O)(O)CCN1CC2=CC(=CC=C2CC1)[N+](=O)[O-] (2-(2-carboxyethyl)-7-nitro-1,2,3,4-tetrahydroisoquinoline). RXN SMILES: C([O:3][C:4]([CH2:6][CH2:7][N:8]1[CH2:17][CH2:16][C:15]2[C:10](=[CH:11][C:12]([N+:18]([O-:20])=[O:19])=[CH:13][CH:14]=2)[CH2:9]1)=[O:5])C.[OH-].[Na+].Cl>C(O)C>[C:4]([CH2:6][CH2:7][N:8]1[CH2:17][CH2:16][C:15]2[C:10](=[CH:11][C:12]([N+:18]([O-:20])=[O:19])=[CH:13][CH:14]=2)[CH2:9]1)([OH:5])=[O:3] |f:1.2|. Procedure details: 3.51 g of 2-(2-(ethoxycarbonyl)ethyl)-7-nitro-1,2,3,4-tetrahydroisoquinoline was dissolved in 100 ml of ethanol, and 13.0 ml of 2N aqueous solution of sodium hydroxide was added to the solution. The solution was stirred overnight at room temperature. Dilute hydrochloric acid was added dropwise to the resulting solution to acidify the solution, and the solution was concentrated under reduced pressure, and dissolved in anhydrous ethanol. The insoluble content was separated by filtration, and the s...